From a dataset of the Open Reaction Database (ORD), a public repository of structured organic reaction records. describe an organic reaction: reactants, conditions, products, and yield Reactants: ClCCl, O=C(Nc1cc(CCCO)cc(C(F)(F)F)c1)C(F)(F)F, Nc1ccccc1. The product is O=CCCc1cc(NC(=O)C(F)(F)F)cc(C(F)(F)F)c1. As a reaction SMILES: [Cl:29][CH2:30][Cl:31].[F:1][C:2]([C:3](=[O:4])[NH:5][c:6]1[cH:7][c:8]([CH2:16][CH2:17][CH2:18][OH:19])[cH:9][c:10]([C:12]([F:13])([F:14])[F:15])[cH:11]1)([F:20])[F:21].[NH2:22][c:23]1[cH:24][cH:25][cH:26][cH:27][cH:28]1>>[F:1][C:2]([C:3](=[O:4])[NH:5][c:6]1[cH:7][c:8]([CH2:16][CH2:17][CH:18]=[O:19])[cH:9][c:10]([C:12]([F:13])([F:14])[F:15])[cH:11]1)([F:20])[F:21].